From a dataset of the Open Reaction Database (ORD), a public repository of structured organic reaction records. describe an organic reaction: reactants, conditions, products, and yield Starting materials: Cl.CON=C1CN=CNC1 (1,6-dihydro-5-(4H)-pyrimidinone O-methyloxim monohydrochloride), Cl.CO (HCl methanol), solution, [BH4-].CN(C)C (trimethylamine borohydride). The solvent is CO (methanol). Product: Cl.Cl.CONC1CN=CNC1 (1,4,5,6-Tetrahydro-N-methoxy-5-pyrimidinamine dihydrochloride). Yield: 38.0%. Reaction SMILES: [ClH:1].[CH3:2][O:3][N:4]=[C:5]1[CH2:10][NH:9][CH:8]=[N:7][CH2:6]1.Cl.CO.[BH4-].CN(C)C>CO>[ClH:1].[ClH:1].[CH3:2][O:3][NH:4][CH:5]1[CH2:10][NH:9][CH:8]=[N:7][CH2:6]1 |f:0.1,2.3,4.5,7.8.9|. Reported procedure: A solution of 1,6-dihydro-5-(4H)-pyrimidinone O-methyloxim monohydrochloride (2.8 g, 17.1 mmol) in dry methanol was added dropwise to a stirred solution of HCl/methanol (49 ml of a 3N solution) and trimethylamine borohydride (1.36 g, 18.7 mmol) at room temperature under a nitrogen atmosphere. After 1 hour the reaction product crystallised spontaneously. Recrystallization from methanol/ethyl acetate gave a light-brown material in 38% yield (1.30 g). Mp. 214.0° C. The reactants are ClC1=C(C=CC=C1)C1C=2C(NC(=C1C#N)CBr)=NNC2 (4-(2-chlorophenyl)-5-cyano-6-bromomethyl-4,7-dihydro-2H-pyrazolo[3,4-b]pyridine), C1(=CC=CC=C1)N1CCNCC1 (1-phenylpiperazine). Product: Cl.Cl.Cl.ClC1=C(C=CC=C1)C1C=2C(NC(=C1C#N)CN1CCN(CC1)C1=CC=CC=C1)=NNC2 (4-(2-Chlorophenyl)-5-cyano-4,7-dihydro-6-(4-phenylpiperazin-1-yl)methyl-2H-pyrazolo[3,4-b]pyridine trihydrochloride). As a reaction SMILES: [Cl:1][C:2]1[CH:7]=[CH:6][CH:5]=[CH:4][C:3]=1[CH:8]1[C:13]([C:14]#[N:15])=[C:12]([CH2:16]Br)[NH:11][C:10]2=[N:18][NH:19][CH:20]=[C:9]12.[C:21]1([N:27]2[CH2:32][CH2:31][NH:30][CH2:29][CH2:28]2)[CH:26]=[CH:25][CH:24]=[CH:23][CH:22]=1>>[ClH:1].[ClH:1].[ClH:1].[Cl:1][C:2]1[CH:7]=[CH:6][CH:5]=[CH:4][C:3]=1[CH:8]1[C:13]([C:14]#[N:15])=[C:12]([CH2:16][N:30]2[CH2:31][CH2:32][N:27]([C:21]3[CH:26]=[CH:25][CH:24]=[CH:23][CH:22]=3)[CH2:28][CH2:29]2)[NH:11][C:10]2=[N:18][NH:19][CH:20]=[C:9]12 |f:2.3.4.5|. Reported procedure: The title compound was prepared from 4-(2-chlorophenyl)-5-cyano-6-bromomethyl-4,7-dihydro-2H-pyrazolo[3,4-b]pyridine and 1-phenylpiperazine in the same manner as in Example 1076. The reactants are C(C)OC(=O)C1OC(OC1C(=O)OCC)(C)CC (4,5-diethoxycarbonyl-2-ethyl-2-methyl-1,3-dioxolane), [H-].[Al+3].[Li+].[H-].[H-].[H-] (lithiumaluminiumhydride), O (water), [OH-].[Na+] (sodium hydroxide), O (water). The solvent is CCOCC (ether), CCOCC (ether). Reaction conditions: time 8 hour. Product: C(C)C1(OC(C(O1)CO)CO)C (2-Ethyl-4,5-di(hydroxymethyl)-2-methyl-1,3-dioxolane). Isolated yield 58.4%. As a reaction SMILES: C([O:3][C:4]([CH:6]1[CH:10]([C:11](OCC)=[O:12])[O:9][C:8]([CH2:17][CH3:18])([CH3:16])[O:7]1)=O)C.[H-].[Al+3].[Li+].[H-].[H-].[H-].O.[OH-].[Na+]>CCOCC>[CH2:17]([C:8]1([CH3:16])[O:7][CH:6]([CH2:4][OH:3])[CH:10]([CH2:11][OH:12])[O:9]1)[CH3:18] |f:1.2.3.4.5.6,8.9|. Procedure: A solution of 4,5-diethoxycarbonyl-2-ethyl-2-methyl-1,3-dioxolane (13.68 g, 52.6 mmol) in dry ether (80 ml) was added dropwise over 30 min to a suspension of lithiumaluminiumhydride (2.4 g, 63.2 mmol) in dry ether (100 ml) and the mixture was refluxed under nitrogen for 2 h then stirred at room temperature overnight then refluxed for 2 further hours. On cooling, water (2.5 ml), sodium hydroxide (4N, 2.5 ml) and water (25 ml) were sequentially added cautiously down the condenser. The supernatant ... Reactants: C(C)OC(=O)N1C2CC(CC1CC2)C(=O)O (8-aza-bicyclo[3.2.1]octane-3,8-dicarboxylic acid 8-ethyl ester), C=1C=CC2=C(C1)N=NN2O (HOBt), C(CCl)Cl (EDC), FC1=C(CN)C=CC=C1 (2-fluorobenzylamine). The solvent is Cl (HCl), CN(C)C=O (DMF), C(C)N(CC)CC (triethylamine). Conditions: time 24 hour. Product: C(C)OC(=O)N1C2CC(CC1CC2)C(NCC2=C(C=CC=C2)F)=O (3-(2-Fluoro-benzylcarbamoyl)-8-aza-bicyclo[3.2.1]octane-8-carboxylic Acid Ethyl Ester). Isolated yield 101.9%. As a reaction SMILES: [CH2:1]([O:3][C:4]([N:6]1[CH:11]2[CH2:12][CH2:13][CH:7]1[CH2:8][CH:9]([C:14]([OH:16])=O)[CH2:10]2)=[O:5])[CH3:2].C1C=CC2N(O)N=NC=2C=1.C(Cl)CCl.[F:31][C:32]1[CH:39]=[CH:38][CH:37]=[CH:36][C:33]=1[CH2:34][NH2:35]>Cl.CN(C=O)C.C(N(CC)CC)C>[CH2:1]([O:3][C:4]([N:6]1[CH:7]2[CH2:13][CH2:12][CH:11]1[CH2:10][CH:9]([C:14](=[O:16])[NH:35][CH2:34][C:33]1[CH:36]=[CH:37][CH:38]=[CH:39][C:32]=1[F:31])[CH2:8]2)=[O:5])[CH3:2]. Reported procedure: A mixture of 100 mg of 8-aza-bicyclo[3.2.1]octane-3,8-dicarboxylic acid 8-ethyl ester, 0.056 g of HOBt, 0.074 g of EDC, 0.073 mL of triethylamine, 100 mg of 2-fluorobenzylamine and 5 mL of DMF was stirred at room temperature for 24 h, diluted with 50 mL of 1N HCl and extracted into 3×25 mL of ethyl acetate. The combined organic extracts were washed with 50 mL of saturated sodium carbonate and dried over magnesium sulfate. Removal of solvents under reduced pressure gave 150 mg of a resin. Starting materials: C1CCOC1, COC(=O)c1ccc2c(C3CCCCC3)c3n(c2c1)CCC=Cc1ccccc1-3, [Na+], [OH-], OO. Product: COC(=O)c1ccc2c(C3CCCCC3)c3n(c2c1)CCCC(O)c1ccccc1-3. Reaction SMILES: [CH2:34]1[O:35][CH2:36][CH2:37][CH2:38]1.[CH:1]1([c:7]2[c:8]3[cH:9][cH:10][c:11]([C:26](=[O:27])[O:28][CH3:29])[cH:12][c:13]3[n:14]3[c:15]2-[c:16]2[c:17]([cH:22][cH:23][cH:24][cH:25]2)[CH:18]=[CH:19][CH2:20][CH2:21]3)[CH2:2][CH2:3][CH2:4][CH2:5][CH2:6]1.[Na+:31].[OH-:30].[OH:32][OH:33]>>[CH:1]1([c:7]2[c:8]3[cH:9][cH:10][c:11]([C:26](=[O:27])[O:28][CH3:29])[cH:12][c:13]3[n:14]3[c:15]2-[c:16]2[c:17]([cH:22][cH:23][cH:24][cH:25]2)[CH:18]([OH:30])[CH2:19][CH2:20][CH2:21]3)[CH2:2][CH2:3][CH2:4][CH2:5][CH2:6]1. The reactants are BrC1=C(CNC(C)(C)C)C=C(C(=C1)F)F ((2-bromo-4,5-difluorobenzyl)-tert-butylamine), C([O-])([O-])=O.[K+].[K+] (potassium carbonate), O (water), NC1=NC2=CC=C(C=C2C(=N1)C(=O)N1CC2=CC=CC=C2C1)B1OC(C(O1)(C)C)(C)C ([2-amino-6-(4,4,5,5-tetramethyl-1,3,2-dioxaborolan-2-yl)quinazolin-4-yl]-(1,3-dihydroisoindol-2-yl)methanone). The reagents and catalysts are C1=CC=C(C=C1)P([C-]2C=CC=C2)C3=CC=CC=C3.C1=CC=C(C=C1)P([C-]2C=CC=C2)C3=CC=CC=C3.Cl[Pd]Cl.[Fe+2] ([1,1′-bis(diphenylphosphino)ferrocene]-palladium(II) dichloride). Run in C(C)O (ethanol). Conditions: temperature 120 celsius. Product: NC1=NC2=CC=C(C=C2C(=N1)C(=O)N1CC2=CC=CC=C2C1)C1=C(C=C(C(=C1)F)F)CNC(C)(C)C ({2-Amino-6-[2-(tert-butylaminomethyl)-4,5-difluorophenyl]quinazolin-4-yl}-(1,3-dihydroisoindol-2-yl)methanone). RXN SMILES: Br[C:2]1[CH:13]=[C:12]([F:14])[C:11]([F:15])=[CH:10][C:3]=1[CH2:4][NH:5][C:6]([CH3:9])([CH3:8])[CH3:7].C(=O)([O-])[O-].[K+].[K+].O.[NH2:23][C:24]1[N:33]=[C:32]([C:34]([N:36]2[CH2:44][C:43]3[C:38](=[CH:39][CH:40]=[CH:41][CH:42]=3)[CH2:37]2)=[O:35])[C:31]2[C:26](=[CH:27][CH:28]=[C:29](B3OC(C)(C)C(C)(C)O3)[CH:30]=2)[N:25]=1>C(O)C.C1C=CC(P(C2C=CC=CC=2)[C-]2C=CC=C2)=CC=1.C1C=CC(P(C2C=CC=CC=2)[C-]2C=CC=C2)=CC=1.Cl[Pd]Cl.[Fe+2]>[NH2:23][C:24]1[N:33]=[C:32]([C:34]([N:36]2[CH2:37][C:38]3[C:43](=[CH:42][CH:41]=[CH:40][CH:39]=3)[CH2:44]2)=[O:35])[C:31]2[C:26](=[CH:27][CH:28]=[C:29]([C:2]3[CH:13]=[C:12]([F:14])[C:11]([F:15])=[CH:10][C:3]=3[CH2:4][NH:5][C:6]([CH3:9])([CH3:8])[CH3:7])[CH:30]=2)[N:25]=1 |f:1.2.3,7.8.9.10|. Procedure: 184 mg of (2-bromo-4,5-difluorobenzyl)-tert-butylamine, 166 mg of potassium carbonate, 11 μl of water and 25 mg of [1,1′-bis(diphenylphosphino)ferrocene]-palladium(II) dichloride are added to a solution of 250 mg of [2-amino-6-(4,4,5,5-tetramethyl-1,3,2-dioxaborolan-2-yl)quinazolin-4-yl]-(1,3-dihydroisoindol-2-yl)methanone in 10 ml of ethanol under argon. The mixture is heated at 120° C. for 30 min; the hot mixture is filtered through kieselguhr, and the filtrate is evaporated. and purified by c...